This data is from the Open Reaction Database (ORD), a public repository of structured organic reaction records. The task is: describe an organic reaction: reactants, conditions, products, and yield Reactants: COC1=C2CCC(C=3C=CC=C(C=C1)C32)CNC(=O)C3CC3 (N-[(4-Methoxy-2,3-dihydro-1H-1-phenalenyl)methyl]cyclopropanecarboxamide), [H-].[Na+] (NaH), S(=O)(=O)(OC)OC (dimethyl sulphate). Yields the product COC1=C2CCC(C=3C=CC=C(C=C1)C32)CN(C(=O)C3CC3)C (N-[(4-Methoxy-2,3-dihydro-1H-1-phenalenyl)methyl]-N-methyl-1-cyclopropanecarboxamide). As a reaction SMILES: [CH3:1][O:2][C:3]1[CH:14]=[CH:13][C:12]2[C:15]3[C:4]=1[CH2:5][CH2:6][CH:7]([CH2:16][NH:17][C:18]([CH:20]1[CH2:22][CH2:21]1)=[O:19])[C:8]=3[CH:9]=[CH:10][CH:11]=2.[H-].[Na+].S(OC)(O[CH3:29])(=O)=O>>[CH3:1][O:2][C:3]1[CH:14]=[CH:13][C:12]2[C:15]3[C:4]=1[CH2:5][CH2:6][CH:7]([CH2:16][N:17]([CH3:29])[C:18]([CH:20]1[CH2:22][CH2:21]1)=[O:19])[C:8]=3[CH:9]=[CH:10][CH:11]=2 |f:1.2|. Procedure details: The compound obtained in Example 3 is reacted in the presence of NaH (1.5 eq) and dimethyl sulphate (1.2 eq). The reaction is monitored using TLC. When all the starting material has disappeared, the reaction mixture is hydrolysed and then extracted. After evaporating off the solvents, the title product is isolated by flash chromatography. The reactants are O([Si](C)(C)C(C)(C)C)CC(=CCO)CO[Si](C)(C)C(C)(C)C (3,3-Bis[(tert-butyldimethylsiloxy)methyl]-2-propen-1-ol), C(C)(OCC)(OCC)OCC (triethyl orthoacetate), C(CC)(=O)O (propionic acid). Run in C(C)O (ethanol). Yields the product O([Si](C)(C)C(C)(C)C)CC(CC(=O)OCC)(C=C)CO[Si](C)(C)C(C)(C)C (Ethyl 3,3-bis[(tert-butyldimethylsiloxy)methyl]-4-pentenoate). Isolated yield 77.9%. RXN SMILES: [O:1]([CH2:9][C:10]([CH2:14][O:15][Si:16]([C:19]([CH3:22])([CH3:21])[CH3:20])([CH3:18])[CH3:17])=[CH:11][CH2:12]O)[Si:2]([C:5]([CH3:8])([CH3:7])[CH3:6])([CH3:4])[CH3:3].[C:23]([O:31]CC)([O:28][CH2:29][CH3:30])(OCC)[CH3:24].C(O)(=O)CC>C(O)C>[O:15]([CH2:14][C:10]([CH2:9][O:1][Si:2]([C:5]([CH3:8])([CH3:7])[CH3:6])([CH3:4])[CH3:3])([CH:11]=[CH2:12])[CH2:24][C:23]([O:28][CH2:29][CH3:30])=[O:31])[Si:16]([C:19]([CH3:22])([CH3:21])[CH3:20])([CH3:18])[CH3:17]. Procedure: A mixture of 6a (9.36 g, 27 mmol), triethyl orthoacetate (34.75 mL, 189 mmol) and propionic acid (0.2 mL, 2.7 mmol) was heated at 138° C. for 20 h with removal of ethanol. The reaction mixture was cooled and concentrated under vacuum, and the residue was purified by flash column chromatography over silica gel with hexane:EtOAc (19:1) as eluant to give 7a (8.77 g, 78%) as an oil; IR (neat) 1737, 1471 cm-1 ; 1H NMR (CDCl3) δ 0.01 (br s, 12 H, SiCH3), 0.85 (br s, 18 H, C(CH3)3), 1.21 (t, 3 H, CH3CH... Reactants: O (water), C1CO1 (ethylene oxide), Cl (HCl), Grignard reagent, FC=1C=C(C=CC1OC(F)(F)F)Br (3-fluoro-4-trifluoromethoxyphenylbromide), Mg. Solvent: CCOCC (ether), CCOCC (ether). Conditions: temperature -50 celsius. The product is FC1C=C(C=CC1(OCC)OC(F)(F)F)Br (3-fluoro-4-trifluoromethoxyphenetylbromide). Isolated yield 30.8%. RXN SMILES: [F:1][C:2]1[CH:3]=[C:4]([Br:13])[CH:5]=[CH:6][C:7]=1[O:8][C:9]([F:12])([F:11])[F:10].[CH2:14]1[O:16][CH2:15]1.Cl.O>CCOCC>[F:1][CH:2]1[C:7]([O:8][C:9]([F:10])([F:11])[F:12])([O:16][CH2:15][CH3:14])[CH:6]=[CH:5][C:4]([Br:13])=[CH:3]1. Procedure: A Grignard reagent prepared from 3-fluoro-4-trifluoromethoxyphenylbromide (200.0 g, 772 mmol) and dried Mg (18.8 g, 774 mmol) in ether was cooled down to -50° C. in a nitrogen atmosphere, followed by dropwise adding thereto a 100 ml ether solution of ethylene oxide (100 g, 2.27 mol), stirring the reaction solution at 0° C. for 2 hours, adding the resulting reaction product to 6N HCl, extracting the product with toluene, washing the extraction solution successively a saturated aqueous solution of... Starting materials: C(CCCCCCCCCCCCCCCCC)(=O)Cl (Stearoyl chloride), CC(C)(C)OC([C@@H](N(CCN(CC(OC(C)(C)C)=O)CC(OC(C)(C)C)=O)CCN(CC(OC(C)(C)C)=O)CC(=O)OC(C)(C)C)CCCCN)=O (N2,N2-bis[2-[bis[2-(1,1-dimethylethoxy)-2-oxoethyl]amino]ethyl]-L-lysine 1,1-dimethylethyl ester). Run in C(Cl)(Cl)Cl (CHCl3), C(Cl)(Cl)Cl (CHCl3). Conditions: time 10 minute. The product is CC(C)(C)OC([C@@H](N(CCN(CC(OC(C)(C)C)=O)CC(OC(C)(C)C)=O)CCN(CC(OC(C)(C)C)=O)CC(=O)OC(C)(C)C)CCCCNC(CCCCCCCCCCCCCCCCC)=O)=O (N2,N2-Bis[2-[bis[2-(1,1-dimethylethoxy)-2-oxoethyl]amino]-ethyl]-N6-(1-oxooctadecyl)-L-lysine-(1,1-dimethylethyl)-ester). Yield: 62.2%. Reaction SMILES: [C:1](Cl)(=[O:19])[CH2:2][CH2:3][CH2:4][CH2:5][CH2:6][CH2:7][CH2:8][CH2:9][CH2:10][CH2:11][CH2:12][CH2:13][CH2:14][CH2:15][CH2:16][CH2:17][CH3:18].[CH3:21][C:22]([O:25][C:26](=[O:72])[C@H:27]([CH2:67][CH2:68][CH2:69][CH2:70][NH2:71])[N:28]([CH2:48][CH2:49][N:50]([CH2:59][C:60]([O:62][C:63]([CH3:66])([CH3:65])[CH3:64])=[O:61])[CH2:51][C:52](=[O:58])[O:53][C:54]([CH3:57])([CH3:56])[CH3:55])[CH2:29][CH2:30][N:31]([CH2:40][C:41](=[O:47])[O:42][C:43]([CH3:46])([CH3:45])[CH3:44])[CH2:32][C:33](=[O:39])[O:34][C:35]([CH3:38])([CH3:37])[CH3:36])([CH3:24])[CH3:23]>C(Cl)(Cl)Cl>[CH3:24][C:22]([O:25][C:26](=[O:72])[C@H:27]([CH2:67][CH2:68][CH2:69][CH2:70][NH:71][C:1](=[O:19])[CH2:2][CH2:3][CH2:4][CH2:5][CH2:6][CH2:7][CH2:8][CH2:9][CH2:10][CH2:11][CH2:12][CH2:13][CH2:14][CH2:15][CH2:16][CH2:17][CH3:18])[N:28]([CH2:29][CH2:30][N:31]([CH2:40][C:41]([O:42][C:43]([CH3:46])([CH3:45])[CH3:44])=[O:47])[CH2:32][C:33](=[O:39])[O:34][C:35]([CH3:36])([CH3:37])[CH3:38])[CH2:48][CH2:49][N:50]([CH2:51][C:52](=[O:58])[O:53][C:54]([CH3:55])([CH3:56])[CH3:57])[CH2:59][C:60](=[O:61])[O:62][C:63]([CH3:64])([CH3:65])[CH3:66])([CH3:21])[CH3:23]. Procedure: Stearoyl chloride (5.45 g; 18 mmol) dissolved in CHCl3 (60 mL) was added dropwise in 1 h to a solution of N2,N2-bis[2-[bis[2-(1,1-dimethylethoxy)-2-oxoethyl]amino]ethyl]-L-lysine 1,1-dimethylethyl ester (13.5 g; 18 mmol) in CHCl3 (300 mL) at 0° C. After 10 min the reaction mixture was allowed to rise to room temperature and TLC analysis showed the complete conversion of the starting materials. The solution was washed with 5% aq. NaHCO3, the organic phase was separated, dried over Na2SO4 and then... Reported procedure: A mixture of 4,4-bis(4-fluorophenyl)butyl bromide (2.08 g), 1,2-dibenzoyl-1H-1,2,5-triazepine (2.0 g), powdered anhydrous sodium carbonate (2.71 g) and N,N-dimethylformamide (20 ml, dried over 4A molecular sieves) was stirred at room temperature under a nitrogen atmosphere for three days. The mixture was filtered and the filtrate was evaporated under oil pump vacuum to an oil. The oil was chromatographed on a column of silica gel; elution with ethyl acetate-dichloromethane (2:3) giving a major p... Solvent: CCOCC (ether). The reactants are FC1=CC=C(C=C1)C(CCCBr)C1=CC=C(C=C1)F (4,4-bis(4-fluorophenyl)butyl bromide), C(C1=CC=CC=C1)(=O)N1N(CC=NC=C1)C(C1=CC=CC=C1)=O (1,2-dibenzoyl-1H-1,2,5-triazepine), C([O-])([O-])=O.[Na+].[Na+] (sodium carbonate), CN(C=O)C (N,N-dimethylformamide). Conditions: time 3 day. Product: hydrochloride salt, C(C1=CC=CC=C1)(=O)N1N(CCN(CC1)CCCC(C1=CC=C(C=C1)F)C1=CC=C(C=C1)F)C(C1=CC=CC=C1)=O (1,2-Dibenzoyl-5-[4,4-bis(4-fluorophenyl)butyl]-hexahydro-1H-1,2,5-triazepin). RXN SMILES: [F:1][C:2]1[CH:7]=[CH:6][C:5]([CH:8]([C:13]2[CH:18]=[CH:17][C:16]([F:19])=[CH:15][CH:14]=2)[CH2:9][CH2:10][CH2:11]Br)=[CH:4][CH:3]=1.[C:20]([N:28]1[CH:34]=[CH:33][N:32]=[CH:31][CH2:30][N:29]1[C:35](=[O:42])[C:36]1[CH:41]=[CH:40][CH:39]=[CH:38][CH:37]=1)(=[O:27])[C:21]1[CH:26]=[CH:25][CH:24]=[CH:23][CH:22]=1.C(=O)([O-])[O-].[Na+].[Na+].CN(C)C=O>CCOCC>[C:20]([N:28]1[CH2:34][CH2:33][N:32]([CH2:11][CH2:10][CH2:9][CH:8]([C:13]2[CH:18]=[CH:17][C:16]([F:19])=[CH:15][CH:14]=2)[C:5]2[CH:6]=[CH:7][C:2]([F:1])=[CH:3][CH:4]=2)[CH2:31][CH2:30][N:29]1[C:35](=[O:42])[C:36]1[CH:37]=[CH:38][CH:39]=[CH:40][CH:41]=1)(=[O:27])[C:21]1[CH:26]=[CH:25][CH:24]=[CH:23][CH:22]=1 |f:2.3.4|. The reactants are FeSO4 heptahydrate, N (ammonia), O (water), C1(=CC=CC=C1)COC(NCCCNC1=NC(=NC=C1CO[Si](C)(C)C(C)(C)C)NC1=CC(=CC=C1)[N+](=O)[O-])=O (Phenylmethyl[3-[[5-[[[(1,1-dimethylethyl)dimethylsilyl]oxy]methyl]-2-[(3-nitrophenyl)amino]pyrimidin-4-yl]amino]propyl]carbamate). The solvent is C(C)O (ethanol). The product is C1(=CC=CC=C1)COC(NCCCNC1=NC(=NC=C1CO[Si](C)(C)C(C)(C)C)NC1=CC(=CC=C1)N)=O (Phenylmethyl[3-[[2-[(3-aminophenyl)amino]-5-[[[(1,1-dimethylethyl)dimethylsilyl]oxy]methyl]pyrimidin-4-yl]amino]propyl]carbamate). The yield is 99.5%. As a reaction SMILES: [C:1]1([CH2:7][O:8][C:9](=[O:40])[NH:10][CH2:11][CH2:12][CH2:13][NH:14][C:15]2[C:20]([CH2:21][O:22][Si:23]([C:26]([CH3:29])([CH3:28])[CH3:27])([CH3:25])[CH3:24])=[CH:19][N:18]=[C:17]([NH:30][C:31]3[CH:36]=[CH:35][CH:34]=[C:33]([N+:37]([O-])=O)[CH:32]=3)[N:16]=2)[CH:6]=[CH:5][CH:4]=[CH:3][CH:2]=1.N.O>C(O)C>[C:1]1([CH2:7][O:8][C:9](=[O:40])[NH:10][CH2:11][CH2:12][CH2:13][NH:14][C:15]2[C:20]([CH2:21][O:22][Si:23]([C:26]([CH3:29])([CH3:28])[CH3:27])([CH3:25])[CH3:24])=[CH:19][N:18]=[C:17]([NH:30][C:31]3[CH:36]=[CH:35][CH:34]=[C:33]([NH2:37])[CH:32]=3)[N:16]=2)[CH:2]=[CH:3][CH:4]=[CH:5][CH:6]=1. Reported procedure: Phenylmethyl[3-[[5-[[[(1,1-dimethylethyl)dimethylsilyl]oxy]methyl]-2-[(3-nitrophenyl)amino]pyrimidin-4-yl]amino]propyl]carbamate (244 mg), dissolved in ethanol (30 ml), was slowly added to a mixture of FeSO4 heptahydrate (1.25 g), concentrated ammonia solution (25%; 1.25 ml) and water (5 ml). After refluxing for 3 h the mixture was filtered and the filter cake washed with ethyl acetate. The filtrate was washed with water and brine, dried (Na2SO4), filtered and evaporated to yield the crude title... Starting materials: FC1=CC=C(C=C1)N1C(=NC=C1C(=O)N(C)OC)SCC1=C(C(=CC=C1F)F)F (1-(4-Fluorophenyl)-N-methoxy-N-methyl-2-((2,3,6-trifluorobenzyl)thio)-1H-imidazole-5-carboxamide), FC1=CC=C(C=C1)N1C(=NC=C1C(=O)O)SC(C1=CC=CC=C1)(C1=CC=CC=C1)C1=CC=CC=C1 (1-(4-fluorophenyl)-2-(tritylthio)-1H-imidazole-5-carboxylic acid), CS(=O)(=O)OCCC1=C(C=CC=C1F)Cl (2-chloro-6-fluorophenethyl methanesulfonate), C([O-])([O-])=O.[K+].[K+] (potassium carbonate). Run in CN(C)C=O (DMF). The product is ClC1=C(CCSC=2N(C(=CN2)C(=O)OCC)C2=CC=C(C=C2)F)C(=CC=C1)F (Ethyl 2-((2-chloro-6-fluorophenethyl)thio)-1-(4-fluorophenyl)-1H-imidazole-5-carboxylate). Reaction SMILES: F[C:2]1C=CC(N2C(C(N(OC)C)=O)=CN=C2SCC2C(F)=CC=C(F)C=2F)=C[CH:3]=1.[F:30][C:31]1[CH:36]=[CH:35][C:34]([N:37]2[C:41]([C:42]([OH:44])=[O:43])=[CH:40][N:39]=[C:38]2[S:45][C:46](C2C=CC=CC=2)(C2C=CC=CC=2)[C:47]2C=CC=CC=2)=[CH:33][CH:32]=1.CS(OCC[C:72]1[C:77]([F:78])=[CH:76][CH:75]=[CH:74][C:73]=1[Cl:79])(=O)=O.C(=O)([O-])[O-].[K+].[K+]>CN(C=O)C>[Cl:79][C:73]1[CH:74]=[CH:75][CH:76]=[C:77]([F:78])[C:72]=1[CH2:47][CH2:46][S:45][C:38]1[N:37]([C:34]2[CH:33]=[CH:32][C:31]([F:30])=[CH:36][CH:35]=2)[C:41]([C:42]([O:44][CH2:2][CH3:3])=[O:43])=[CH:40][N:39]=1 |f:3.4.5|. Procedure details: Ethyl 2-((2-chloro-6-fluorophenethyl)thio)-1-(4-fluorophenyl)-1H-imidazole-5-carboxylate (53) was prepared in a similar manner as that described for the synthesis of compound 9 using ethyl 1-(4-fluorophenyl)-2-mercapto-1H-imidazole-5-carboxylate (6) (700 mg, 2.62 mmol), 2-chloro-6-fluorophenethyl methanesulfonate (813 mg, 3.144 mmol), potassium carbonate (1.1 g, 7.86 mmol) in DMF (20 mL). The reactants are N1CC(C1)C(=O)O (azetidine-3-carboxylic acid), C([O-])([O-])=O.[K+].[K+] (potassium carbonate), O1CCOCC1 (dioxan), ClC(=O)OCC1=CC=CC=C1 (benzyl chloroformate). The reagents and catalysts are N1CCNCC1 (Piperazine). Solvent: O (water). Reaction conditions: time 0.5 hour. The product is C(C1=CC=CC=C1)OC(=O)N1CC(C1)C(=O)O (1-benzyloxycarbonyl azetidine-3-oic acid). Reaction SMILES: [NH:1]1[CH2:4][CH:3]([C:5]([OH:7])=[O:6])[CH2:2]1.C(=O)([O-])[O-].[K+].[K+].O1CCOCC1.Cl[C:21]([O:23][CH2:24][C:25]1[CH:30]=[CH:29][CH:28]=[CH:27][CH:26]=1)=[O:22]>N1CCNCC1.O>[CH2:24]([O:23][C:21]([N:1]1[CH2:4][CH:3]([C:5]([OH:7])=[O:6])[CH2:2]1)=[O:22])[C:25]1[CH:30]=[CH:29][CH:28]=[CH:27][CH:26]=1 |f:1.2.3|. Procedure: To azetidine-3-carboxylic acid (0.50 g), potassium carbonate (0.82 g), dioxan (5 mL), water (10 mL) was added benzyl chloroformate (0.74 mL) at room temperature for 6 h under nitrogen. Piperazine (5 drops) was then added. After ½ h, the dioxan was removed in vacuo and the residue diluted with 2M hydrochloric acid (25 mL). After extracting with ethyl acetate (35 mL), the organic layer was washed with brine (10 mL) and dried (MgSO4). Solvent removal in vacuo gave Intermediate 13 as a colourless oi... Reactants: COC(=O)CCCC=CCC1COC(C)OC1CN1C(=O)c2ccccc2C1=O, CCO, NN, O. The product is COC(=O)CCCC=CCC1COC(C)OC1CN. RXN SMILES: [CH3:1][O:2][C:3](=[O:4])[CH2:5][CH2:6][CH2:7][CH:8]=[CH:9][CH2:10][CH:11]1[CH:12]([CH2:18][N:19]2[C:20](=[O:21])[c:22]3[cH:23][cH:24][cH:25][cH:26][c:27]3[C:28]2=[O:29])[O:13][CH:14]([CH3:17])[O:15][CH2:16]1.[CH3:33][CH2:34][OH:35].[NH2:31][NH2:32].[OH2:30]>>[CH3:1][O:2][C:3](=[O:4])[CH2:5][CH2:6][CH2:7][CH:8]=[CH:9][CH2:10][CH:11]1[CH:12]([CH2:18][NH2:19])[O:13][CH:14]([CH3:17])[O:15][CH2:16]1.